Dataset: the Open Reaction Database (ORD), a public repository of structured organic reaction records. Task: describe an organic reaction: reactants, conditions, products, and yield Starting materials: O=C(OCc1ccccc1)N1CC(O)C(CBr)C1, Cc1ccccc1, O=S(=O)(F)C(F)(F)C(F)(F)C(F)(F)C(F)(F)C(F)(F)C(F)(F)C(F)(F)C(F)(F)F, C1CCC2=NCCCN2CC1. The product is O=C(OCc1ccccc1)N1CC(F)C(CBr)C1. As a reaction SMILES: [CH2:1]([c:2]1[cH:3][cH:4][cH:5][cH:6][cH:7]1)[O:8][C:9](=[O:10])[N:11]1[CH2:12][CH:13]([CH2:17][Br:18])[CH:14]([OH:16])[CH2:15]1.[CH3:59][c:60]1[cH:61][cH:62][cH:63][cH:64][cH:65]1.[F:30][C:31]([F:32])([S:33]([F:34])(=[O:35])=[O:36])[C:37]([F:38])([F:39])[C:40]([F:41])([F:42])[C:43]([F:44])([F:45])[C:46]([F:47])([F:48])[C:49]([F:50])([F:51])[C:52]([F:53])([F:54])[C:55]([F:56])([F:57])[F:58].[N:19]12[CH2:20][CH2:21][CH2:22][N:23]=[C:24]1[CH2:25][CH2:26][CH2:27][CH2:28][CH2:29]2>>[CH2:1]([c:2]1[cH:3][cH:4][cH:5][cH:6][cH:7]1)[O:8][C:9](=[O:10])[N:11]1[CH2:12][CH:13]([CH2:17][Br:18])[CH:14]([F:30])[CH2:15]1. Starting materials: O=[Mn]=O, c1ccccc1, OCc1ccc2[nH]cnc2c1. Product: O=Cc1ccc2[nH]cnc2c1. RXN SMILES: [O:18]=[Mn:19]=[O:20].[cH:12]1[cH:13][cH:14][cH:15][cH:16][cH:17]1.[nH:1]1[cH:2][n:3][c:4]2[c:5]1[cH:6][cH:7][c:8]([CH2:10][OH:11])[cH:9]2>>[nH:1]1[cH:2][n:3][c:4]2[c:5]1[cH:6][cH:7][c:8]([CH:10]=[O:11])[cH:9]2. The reactants are IC=1C(=NN(C1C)C1=CC=C(C=C1)CCO)C (2-[4-(4-Iodo-3,5-dimethyl-1H-pyrazol-1-yl)phenyl]ethanol), COC=1C=C(C=CC1OC)B(O)O (3,4-dimethoxyphenylboronic acid). Yields the product COC=1C=C(C=CC1OC)C=1C(=NN(C1C)C1=CC=C(C=C1)CCO)C (2-[4-[4-(3,4-Dimethoxyphenyl)-3,5-dimethyl-1H-pyrazol-1-yl]phenyl}ethanol). RXN SMILES: I[C:2]1[C:3]([CH3:17])=[N:4][N:5]([C:8]2[CH:13]=[CH:12][C:11]([CH2:14][CH2:15][OH:16])=[CH:10][CH:9]=2)[C:6]=1[CH3:7].[CH3:18][O:19][C:20]1[CH:21]=[C:22](B(O)O)[CH:23]=[CH:24][C:25]=1[O:26][CH3:27]>>[CH3:18][O:19][C:20]1[CH:21]=[C:22]([C:2]2[C:3]([CH3:17])=[N:4][N:5]([C:8]3[CH:13]=[CH:12][C:11]([CH2:14][CH2:15][OH:16])=[CH:10][CH:9]=3)[C:6]=2[CH3:7])[CH:23]=[CH:24][C:25]=1[O:26][CH3:27]. Reported procedure: The title compound was prepared according to the procedure described in step 1 of Example 12 from 2-[4-(4-iodo-3,5-dimethyl-1H-pyrazol-1-yl)phenyl]ethanol (step 2 of Example 11) and 3,4-dimethoxyphenylboronic acid: MS (ESI) m/z 353 [M+H]+. The reactants are CC(C)n1nc(N)nc1-c1cn2c(n1)-c1ccc(Br)cc1OCC2, CC1(C)OB(c2cncc(F)c2)OC1(C)C, [Pd]. Product: CC(C)n1nc(N)nc1-c1cn2c(n1)-c1ccc(-c3cncc(F)c3)cc1OCC2. Reaction SMILES: [Br:1][c:2]1[cH:3][c:4]2[c:5]([cH:23][cH:24]1)-[c:6]1[n:7][c:8](-[c:14]3[n:15][c:16]([NH2:22])[n:17][n:18]3[CH:19]([CH3:20])[CH3:21])[cH:9][n:10]1[CH2:11][CH2:12][O:13]2.[F:25][c:26]1[cH:27][n:28][cH:29][c:30]([B:32]2[O:33][C:34]([CH3:35])([CH3:36])[C:37]([CH3:38])([CH3:39])[O:40]2)[cH:31]1.[Pd:41]>>[c:2]1(-[c:30]2[cH:29][n:28][cH:27][c:26]([F:25])[cH:31]2)[cH:3][c:4]2[c:5]([cH:23][cH:24]1)-[c:6]1[n:7][c:8](-[c:14]3[n:15][c:16]([NH2:22])[n:17][n:18]3[CH:19]([CH3:20])[CH3:21])[cH:9][n:10]1[CH2:11][CH2:12][O:13]2. Reactants: C[O-], CI, CO, CC(C)(NC(=O)N(O)c1ccccc1)c1cccc(Cl)c1, [Na+]. Product: CON(C(=O)NC(C)(C)c1cccc(Cl)c1)c1ccccc1. Reaction SMILES: [CH3:22][O-:23].[CH3:25][I:26].[CH3:27][OH:28].[Cl:1][c:2]1[cH:3][c:4]([C:5]([CH3:6])([CH3:7])[NH:8][C:9]([N:10]([c:11]2[cH:12][cH:13][cH:14][cH:15][cH:16]2)[OH:17])=[O:18])[cH:19][cH:20][cH:21]1.[Na+:24]>>[Cl:1][c:2]1[cH:3][c:4]([C:5]([CH3:6])([CH3:7])[NH:8][C:9]([N:10]([c:11]2[cH:12][cH:13][cH:14][cH:15][cH:16]2)[O:17][CH3:22])=[O:18])[cH:19][cH:20][cH:21]1. Starting materials: COc1cc(NC(=O)C(C)C)c(Br)cc1C, BrCc1ccccc1, CS(C)=O, [K+], [OH-], O. Product: COc1cc(N(Cc2ccccc2)C(=O)C(C)C)c(Br)cc1C. RXN SMILES: [Br:3][c:4]1[c:5]([NH:13][C:14]([CH:15]([CH3:16])[CH3:17])=[O:18])[cH:6][c:7]([O:11][CH3:12])[c:8]([CH3:10])[cH:9]1.[CH2:19]([c:20]1[cH:21][cH:22][cH:23][cH:24][cH:25]1)[Br:26].[CH3:28][S:29]([CH3:30])=[O:31].[K+:2].[OH-:1].[OH2:27]>>[Br:3][c:4]1[c:5]([N:13]([C:14]([CH:15]([CH3:16])[CH3:17])=[O:18])[CH2:19][c:20]2[cH:21][cH:22][cH:23][cH:24][cH:25]2)[cH:6][c:7]([O:11][CH3:12])[c:8]([CH3:10])[cH:9]1. Starting materials: ClC1=NN(C(C=C1)NN)C(=O)OCC (3-chloro-6-hydrazino-1(6H)pyridazinecarboxylic acid, ethyl ester), [Na] (sodium). Run in C(C)O (ethanol). The product is ClC=1C=CC=2N(N1)C(NN2)=O (6-Chloro-1,2,4-triazolo[4,3-b]pyridazin-3(2H)-one). As a reaction SMILES: [Cl:1][C:2]1[CH:7]=[CH:6][CH:5]([NH:8][NH2:9])[N:4]([C:10]([O:12]CC)=O)[N:3]=1.[Na]>C(O)C>[Cl:1][C:2]1[CH:7]=[CH:6][C:5]2[N:4]([C:10](=[O:12])[NH:9][N:8]=2)[N:3]=1 |^1:14|. Procedure details: 39 g. of 3-chloro-6-hydrazino-1(6H)pyridazinecarboxylic acid, ethyl ester (0.18 mol.) are added to a solution of 4.9 g. of sodium (0.216 mol.) in 400 ml. of absolute ethanol and the mixture is then refluxed for 4 hours with stirring. After cooling, the sodium salt of 6-chloro-1,2,4,-triazolo[4,3-b]pyridazin-3(2H)-one is filtered off, washed with ether and, after drying, dissolved in water. Acidification with acetic acid (25%) precipitates the free compound which then is filtered off, washed with... Reactants: [N+](=O)([O-])C1=CC=C(COC(=O)N=CN2CCN(CC2)C(=O)C2N(CC(C2)SC=2[C@@H]([C@H]3N(C2C(=O)OCC2=CC=C(C=C2)[N+](=O)[O-])C([C@@H]3[C@@H](C)O)=O)C)C(=O)OCC3=CC=C(C=C3)[N+](=O)[O-])C=C1 (4-nitrobenzyl (1R,5S,6S)-2-(2-[4-(N-4-nitrobenzyloxycarbonylformimidoyl)piperazin-1-yl-carbonyl]-1-(4-nitrobenzyloxycarbonyl)pyrrolidin-4-yl-thio)-6-[(1R)-1-hydroxyethyl]-1-methyl-1-carbapen-2-em-3-carboxylate). Solvent: O1CCCC1 (tetrahydrofuran), O (water). Yields the product C(=N)N1CCN(CC1)C(=O)[C@H]1NC[C@H](C1)SC=1[C@@H]([C@H]2N(C1C(=O)O)C([C@@H]2[C@@H](C)O)=O)C ((1R,5S,6S)-2-[(2S,4S)-2-(4-Formimidoylpiperazin-1-ylcarbonyl)pyrrolidin-4-ylthio]-6-[(1R)-1-hydroxyethyl]-1-methyl-1-carbapen-2-em-3-carboxylic acid). The yield is 25.6%. As a reaction SMILES: [N+](C1C=CC(COC([N:12]=[CH:13][N:14]2[CH2:19][CH2:18][N:17]([C:20]([CH:22]3[CH2:26][CH:25]([S:27][C:28]4[C@H:29]([CH3:52])[C@@H:30]5[C@@H:47]([C@H:48]([OH:50])[CH3:49])[C:46](=[O:51])[N:31]5[C:32]=4[C:33]([O:35]CC4C=CC([N+]([O-])=O)=CC=4)=[O:34])[CH2:24][N:23]3C(OCC3C=CC([N+]([O-])=O)=CC=3)=O)=[O:21])[CH2:16][CH2:15]2)=O)=CC=1)([O-])=O>O1CCCC1.O>[CH:13]([N:14]1[CH2:19][CH2:18][N:17]([C:20]([C@@H:22]2[CH2:26][C@H:25]([S:27][C:28]3[C@H:29]([CH3:52])[C@@H:30]4[C@@H:47]([C@H:48]([OH:50])[CH3:49])[C:46](=[O:51])[N:31]4[C:32]=3[C:33]([OH:35])=[O:34])[CH2:24][NH:23]2)=[O:21])[CH2:16][CH2:15]1)=[NH:12]. Reported procedure: 98 mg of 4-nitrobenzyl (1R,5S,6S)-2-(2-[4-(N-4-nitrobenzyloxycarbonylformimidoyl)piperazin-1-yl-carbonyl]-1-(4-nitrobenzyloxycarbonyl)pyrrolidin-4-yl-thio)-6-[(1R)-1-hydroxyethyl]-1-methyl-1-carbapen-2-em-3-carboxylate [prepared as described in step (a) above] were dissolved in 5 ml of a 2:1 by volume mixture of tetrahydrofuran and water, and were hydrogenated by bubbling hydrogen through it at room temperature for 2 hours in the presence of 250 mg of 10% w/w palladium-on-charcoal. At the end of...